Dataset: the Open Reaction Database (ORD), a public repository of structured organic reaction records. Task: describe an organic reaction: reactants, conditions, products, and yield Reactants: Cc1nc(-n2ccc(-c3ccccc3)cc2=O)sc1C(=O)O, CCN=C=NCCCN(C)C, CN(C)C=O, CCN(C(C)C)C(C)C, NCc1ccccc1, On1nnc2ccccc21. Product: Cc1nc(-n2ccc(-c3ccccc3)cc2=O)sc1C(=O)NCc1ccccc1. RXN SMILES: [CH3:1][c:2]1[n:3][c:4](-[n:10]2[c:11](=[O:22])[cH:12][c:13](-[c:16]3[cH:17][cH:18][cH:19][cH:20][cH:21]3)[cH:14][cH:15]2)[s:5][c:6]1[C:7](=[O:8])[OH:9].[CH3:33][N:34]([CH3:35])[CH2:36][CH2:37][CH2:38][N:39]=[C:40]=[N:41][CH2:42][CH3:43].[CH3:61][N:62]([CH3:63])[CH:64]=[O:65].[CH:44]([N:45]([CH2:46][CH3:47])[CH:48]([CH3:49])[CH3:50])([CH3:51])[CH3:52].[NH2:53][CH2:54][c:55]1[cH:56][cH:57][cH:58][cH:59][cH:60]1.[OH:23][n:24]1[c:25]2[cH:26][cH:27][cH:28][cH:29][c:30]2[n:31][n:32]1>>[CH3:1][c:2]1[n:3][c:4](-[n:10]2[c:11](=[O:22])[cH:12][c:13](-[c:16]3[cH:17][cH:18][cH:19][cH:20][cH:21]3)[cH:14][cH:15]2)[s:5][c:6]1[C:7](=[O:8])[NH:53][CH2:54][c:55]1[cH:56][cH:57][cH:58][cH:59][cH:60]1. Reactants: [BH4-], COc1cc(C=O)cc(Br)c1S(=O)(=O)N(C)C, C1CCOC1, [Na+]. Yields the product COc1cc(CO)cc(Br)c1S(=O)(=O)N(C)C. As a reaction SMILES: [BH4-:18].[Br:1][c:2]1[cH:3][c:4]([CH:5]=[O:6])[cH:7][c:8]([O:16][CH3:17])[c:9]1[S:10]([N:11]([CH3:12])[CH3:13])(=[O:14])=[O:15].[CH2:20]1[O:21][CH2:22][CH2:23][CH2:24]1.[Na+:19]>>[Br:1][c:2]1[cH:3][c:4]([CH2:5][OH:6])[cH:7][c:8]([O:16][CH3:17])[c:9]1[S:10]([N:11]([CH3:12])[CH3:13])(=[O:14])=[O:15]. Reactants: CC1=C(C=C(C(=O)NC2=CC(=CC(=C2)C(F)(F)F)N2C=NC(=C2)C)C=C1)NC1=NC=CC(=N1)C=1C=NC=CC1 (4-methyl-N-[3-(4-methyl-imidazol-1-yl)-5-trifluoromethyl-phenyl]-3-(4-pyridin-3-yl-pyrimidin-2-ylamino)-benzamide), C1(=CC=CC=C1)S(=O)(=O)O (benzene sulfonic acid). The solvent is C(C)(=O)OCC (ethyl acetate). Run at temperature 76 celsius, time 40 minute. Product: C(C1=CC=CC=C1)OS(=O)=O.CC1=C(C=C(C(=O)NC2=CC(=CC(=C2)C(F)(F)F)N2C=NC(=C2)C)C=C1)NC1=NC=CC(=N1)C=1C=NC=CC1 (4-methyl-N-[3-(4-methyl-imidazol-1-yl)-5-trifluoromethyl-phenyl]-3-(4-pyridin-3-yl-pyrimidin-2-ylamino)-benzamide mono benzyl sulfonate salt). Reaction SMILES: [CH3:1][C:2]1[CH:26]=[CH:25][C:5]([C:6]([NH:8][C:9]2[CH:14]=[C:13]([C:15]([F:18])([F:17])[F:16])[CH:12]=[C:11]([N:19]3[CH:23]=[C:22]([CH3:24])[N:21]=[CH:20]3)[CH:10]=2)=[O:7])=[CH:4][C:3]=1[NH:27][C:28]1[N:33]=[C:32]([C:34]2[CH:35]=[N:36][CH:37]=[CH:38][CH:39]=2)[CH:31]=[CH:30][N:29]=1.C1([S:46](O)(=[O:48])=[O:47])C=CC=CC=1>C(OCC)(=O)C>[CH2:6]([O:7][SH:46](=[O:48])=[O:47])[C:5]1[CH:25]=[CH:26][CH:2]=[CH:3][CH:4]=1.[CH3:1][C:2]1[CH:26]=[CH:25][C:5]([C:6]([NH:8][C:9]2[CH:14]=[C:13]([C:15]([F:16])([F:17])[F:18])[CH:12]=[C:11]([N:19]3[CH:23]=[C:22]([CH3:24])[N:21]=[CH:20]3)[CH:10]=2)=[O:7])=[CH:4][C:3]=1[NH:27][C:28]1[N:33]=[C:32]([C:34]2[CH:35]=[N:36][CH:37]=[CH:38][CH:39]=2)[CH:31]=[CH:30][N:29]=1 |f:3.4|. Procedure details: To a 1 L round-bottom flask equipped with a mechanical stirrer, a thermometer, and a condenser, 4 g of 4-methyl-N-[3-(4-methyl-imidazol-1-yl)-5-trifluoromethyl-phenyl]-3-(4-pyridin-3-yl-pyrimidin-2-ylamino)-benzamide free base and 500 mL of ethyl acetate were charged. The slurry was stirred and heated to 76° C. (reflux) and held at that temperature for 40 minutes. To the resulting clear solution, 7.5 mL of 1 M benzene sulfonic acid solution (in ethyl acetate) was added. The mixture was stirred a...